From a dataset of the Open Reaction Database (ORD), a public repository of structured organic reaction records. describe an organic reaction: reactants, conditions, products, and yield Starting materials: O=C([O-])O, CC(C)CNC1CC(C(=O)N2CCOCC2)CN(C(=O)OC(C)(C)C)C1, ClC(Cl)(Cl)c1nc2ccccc2[nH]1, [Na+], C1CCOC1, O. Product: CC(C)CN(C(=O)c1nc2ccccc2[nH]1)C1CC(C(=O)N2CCOCC2)CN(C(=O)OC(C)(C)C)C1. Reaction SMILES: [C:40]([OH:41])(=[O:42])[O-:43].[CH3:14][CH:15]([CH2:16][NH:17][CH:18]1[CH2:19][N:20]([C:32](=[O:33])[O:34][C:35]([CH3:36])([CH3:37])[CH3:38])[CH2:21][CH:22]([C:24](=[O:25])[N:26]2[CH2:27][CH2:28][O:29][CH2:30][CH2:31]2)[CH2:23]1)[CH3:39].[Cl:1][C:2]([c:3]1[n:4][c:5]2[c:6]([nH:7]1)[cH:8][cH:9][cH:10][cH:11]2)([Cl:12])[Cl:13].[Na+:44].[O:46]1[CH2:47][CH2:48][CH2:49][CH2:50]1.[OH2:45]>>[C:2]([c:3]1[nH:4][c:5]2[c:6]([n:7]1)[cH:8][cH:9][cH:10][cH:11]2)([N:17]([CH2:16][CH:15]([CH3:14])[CH3:39])[CH:18]1[CH2:19][N:20]([C:32](=[O:33])[O:34][C:35]([CH3:36])([CH3:37])[CH3:38])[CH2:21][CH:22]([C:24](=[O:25])[N:26]2[CH2:27][CH2:28][O:29][CH2:30][CH2:31]2)[CH2:23]1)=[O:41]. The reactants are ClC=1C=C(C=CC1)C1(CCCC1)CC#N (2-(1-(3-Chlorophenyl)cyclopentyl)acetonitrile), HCl-salt, Cl.FC(C1=CC=C(C=C1)C1(CCCC1)CC(=N)N)(F)F (2-[1-(4-trifluoromethyl-phenyl)-cyclopentyl]-acetamidine hydrochloride). The product is Cl.ClC=1C=C(C=CC1)C1(CCCC1)CC(=N)N (2-(1-(3-Chlorophenyl)-cyclopentyl)-acetamidine hydrochloride). RXN SMILES: [Cl:1]C1C=C(C2(CC#N)CCCC2)C=CC=1.[ClH:16].FC(F)(F)[C:19]1[CH:24]=[CH:23][C:22]([C:25]2([CH2:30][C:31]([NH2:33])=[NH:32])[CH2:29][CH2:28][CH2:27][CH2:26]2)=[CH:21][CH:20]=1>>[ClH:1].[Cl:16][C:24]1[CH:23]=[C:22]([C:25]2([CH2:30][C:31]([NH2:33])=[NH:32])[CH2:29][CH2:28][CH2:27][CH2:26]2)[CH:21]=[CH:20][CH:19]=1 |f:1.2,3.4|. Reported procedure: 2-(1-(3-Chlorophenyl)-cyclopentyl)-acetamidine hydrochloride (499) was synthesized from 2-(1-(3-chlorophenyl)cyclopentyl)acetonitrile (498) following the procedure described for HCl-salt of 2-[1-(4-trifluoromethyl-phenyl)-cyclopentyl]-acetamidine hydrochloride (242).